Dataset: the Open Reaction Database (ORD), a public repository of structured organic reaction records. Task: describe an organic reaction: reactants, conditions, products, and yield Reactants: OCC(C)(CO)C (neopentyl glycol), S(=O)(=O)([O-])[O-].[Mg+2] (magnesium sulfate), [Li]CCCC (BuLi), FC1=C(C(=CC=C1)[Si](C)(C)C)F (1,2-Difluoro-3-trimethylsilylbenzene), Cl (HCl), B([O-])([O-])[O-] (borate). Solvent: O1CCCC1 (tetrahydrofuran), C(C)(C)(C)OC (methyl tert-butyl ether), O (water). Reaction conditions: time 15 minute. The product is FC1=C(C=CC(=C1F)[Si](C)(C)C)B1OCC(CO1)(C)C (2-(2,3-Difluoro-4-trimethylsilylphenyl)-5,5-dimethyl-1,3,2-dioxaborinane). Reaction SMILES: [Li]CCCC.[F:6][C:7]1[CH:12]=[CH:11][CH:10]=[C:9]([Si:13]([CH3:16])([CH3:15])[CH3:14])[C:8]=1[F:17].[B:18]([O-:21])([O-])[O-:19].Cl.O[CH2:24][C:25]([CH3:29])([CH2:27]O)[CH3:26].S([O-])([O-])(=O)=O.[Mg+2]>C(OC)(C)(C)C.O.O1CCCC1>[F:6][C:7]1[C:8]([F:17])=[C:9]([Si:13]([CH3:14])([CH3:16])[CH3:15])[CH:10]=[CH:11][C:12]=1[B:18]1[O:21][CH2:26][C:25]([CH3:29])([CH3:27])[CH2:24][O:19]1 |f:5.6|. Procedure: 625 ml (1 mol) of 1.6 M BuLi are added dropwise at −78° C. to a solution of 169 g (910 mmol) of 1,2-difluoro-3-trimethylsilylbenzene (5) in 1.41 of dry tetrahydrofuran. After 15 minutes, 276 ml (1.2 moi) of trisopropyl borate are added dropwise. The mixture is allowed to warm to room temperature overnight. 200 ml of water, 200 ml of methyl tert-butyl ether and 1.00 ml of conc. HCl are subsequently added. The organic phase is washed with water (2×100 ml) and sat. NaCl (1×100 ml) and dried using m... As a reaction SMILES: [CH2:37]1[O:38][CH2:39][CH2:40][CH2:41]1.[CH3:1][O:2][C:3]([c:4]1[cH:5][c:6]([CH2:10][O:11][c:12]2[cH:13][c:14]3[c:15]([CH2:29][C:30](=[O:31])[NH2:32])[c:16]([CH3:28])[n:17]([CH2:21][c:22]4[cH:23][cH:24][cH:25][cH:26][cH:27]4)[c:18]3[cH:19][cH:20]2)[cH:7][cH:8][cH:9]1)=[O:33].[CH3:42][CH2:43][OH:44].[ClH:36].[Na+:35].[OH-:34]>>[O:2]=[C:3]([c:4]1[cH:5][c:6]([CH2:10][O:11][c:12]2[cH:13][c:14]3[c:15]([CH2:29][C:30](=[O:31])[NH2:32])[c:16]([CH3:28])[n:17]([CH2:21][c:22]4[cH:23][cH:24][cH:25][cH:26][cH:27]4)[c:18]3[cH:19][cH:20]2)[cH:7][cH:8][cH:9]1)[OH:33]. The product is Cc1c(CC(N)=O)c2cc(OCc3cccc(C(=O)O)c3)ccc2n1Cc1ccccc1. The reactants are C1CCOC1, COC(=O)c1cccc(COc2ccc3c(c2)c(CC(N)=O)c(C)n3Cc2ccccc2)c1, CCO, Cl, [Na+], [OH-]. The reactants are C(C)O/C=C/C(=O)NC1=C(C(=CC=C1)F)OC ((E)-3-Ethoxy-N-(3-fluoro-2-methoxyphenyl)acrylamide), OS(=O)(=O)O (H2SO4), N (NH3). Conditions: time 8 hour. Product: FC1=CC=C2C=CC(=NC2=C1OC)O (7-Fluoro-8-methoxyquinolin-2-ol). Yield: 100.0%. As a reaction SMILES: C(O/[CH:4]=[CH:5]/[C:6]([NH:8][C:9]1[CH:14]=[CH:13][CH:12]=[C:11]([F:15])[C:10]=1[O:16][CH3:17])=[O:7])C.OS(O)(=O)=O.N>>[F:15][C:11]1[C:10]([O:16][CH3:17])=[C:9]2[C:14]([CH:4]=[CH:5][C:6]([OH:7])=[N:8]2)=[CH:13][CH:12]=1. Procedure details: A mixture of (E)-N-(3-fluoro-2-methoxyphenyl)-3-ethoxypropenamide (3a) (3.16 g, 13.2 mmol) and 25 mL of concentrated H2SO4 was allowed to stir overnight at room temperature. The solution was poured over ice and concentrated NH3 was added until pH 5 to precipitate out the product. The mixture was filtered, washed and dried to give the product (2.55 g, 87% yield) as a white solid. 1H NMR (400 MHz, DMSO-d6) 11.35 (bs, 1H), 7.86 (d, J=9.6 Hz, 1H), 7.41 (dd, J=8.8, 5.6 Hz, 1H), 7.08 (dd, J=11.2, 8.8 ... Starting materials: ClC(Cl)(OC(OC(Cl)(Cl)Cl)=O)Cl (triphosgene), COC=1C=C2C(=CC=NC2=CC1OC)OC1=CC(=C(N)C=C1)F (4-[(6,7-Dimethoxy-4-quinolyl)oxy]-2-fluoroaniline), C(C)(C)N(CC)C(C)C (diisopropylethylamine), NC=1SC(=NN1)C (2-amino-5-methyl-1,3,4-thiadiazole). Solvent: C(Cl)(Cl)Cl (chloroform), O (water), C(Cl)(Cl)Cl (chloroform). Conditions: time 15 minute. The product is COC=1C=C2C(=CC=NC2=CC1OC)OC1=CC(=C(C=C1)NC(=O)NC=1SC(=NN1)C)F (N-{4-[(6,7-Dimethoxy-4-quinolyl)oxy]-2-fluorophenyl}-N′-(5-methyl-1,3,4-thiadiazol-2-yl)urea). The yield is 35.9%. As a reaction SMILES: [CH3:1][O:2][C:3]1[CH:4]=[C:5]2[C:10](=[CH:11][C:12]=1[O:13][CH3:14])[N:9]=[CH:8][CH:7]=[C:6]2[O:15][C:16]1[CH:22]=[CH:21][C:19]([NH2:20])=[C:18]([F:23])[CH:17]=1.C(N(C(C)C)CC)(C)C.ClC(Cl)(O[C:37](=[O:43])OC(Cl)(Cl)Cl)Cl.[NH2:45][C:46]1[S:47][C:48]([CH3:51])=[N:49][N:50]=1>C(Cl)(Cl)Cl.O>[CH3:1][O:2][C:3]1[CH:4]=[C:5]2[C:10](=[CH:11][C:12]=1[O:13][CH3:14])[N:9]=[CH:8][CH:7]=[C:6]2[O:15][C:16]1[CH:22]=[CH:21][C:19]([NH:20][C:37]([NH:45][C:46]2[S:47][C:48]([CH3:51])=[N:49][N:50]=2)=[O:43])=[C:18]([F:23])[CH:17]=1. Procedure details: 4-[(6,7-Dimethoxy-4-quinolyl)oxy]-2-fluoroaniline (100 mg) was dissolved in chloroform (5 ml) and diisopropylethylamine (0.5 ml) to prepare a solution. A solution of triphosgene (100 mg) in chloroform was then added to the solution, and the mixture was stirred at room temperature for 15 min. Next, 2-amino-5-methyl-1,3,4-thiadiazole (52 mg) was added thereto, and the mixture was further stirred at room temperature overnight. Distilled water was added to the reaction solution, and the mixture was ... Reactants: CCBr, CC(=O)c1c(C(C)=O)c(C)n(-c2ccc(O)c(C)c2)c1C, [K+], [K+], O=C([O-])[O-], CN(C)C=O. The product is CCOc1ccc(-n2c(C)c(C(C)=O)c(C(C)=O)c2C)cc1C. RXN SMILES: [Br:22][CH2:23][CH3:24].[C:1]([CH3:2])(=[O:3])[c:4]1[c:5]([C:19]([CH3:20])=[O:21])[c:6]([CH3:18])[n:7](-[c:10]2[cH:11][c:12]([CH3:17])[c:13]([OH:16])[cH:14][cH:15]2)[c:8]1[CH3:9].[K+:25].[K+:26].[O-:27][C:28]([O-:29])=[O:30].[O:31]=[CH:32][N:33]([CH3:34])[CH3:35]>>[C:1]([CH3:2])(=[O:3])[c:4]1[c:5]([C:19]([CH3:20])=[O:21])[c:6]([CH3:18])[n:7](-[c:10]2[cH:11][c:12]([CH3:17])[c:13]([O:16][CH2:23][CH3:24])[cH:14][cH:15]2)[c:8]1[CH3:9]. Reactants: FC1=CC=C(C=C1)C1=NOC(=C1COC1=NC=C(C#N)C=C1)C (6-[3-(4-Fluoro-phenyl)-5-methyl-isoxazol-4-ylmethoxy]-nicotinonitrile), O (water), C(C)O (ethanol), [OH-].[Na+] (sodium hydroxide). Conditions: temperature 52.5 celsius, time 15 hour. Product: FC1=CC=C(C=C1)C1=NOC(=C1COC1=NC=C(C(=O)O)C=C1)C (6-[3-(4-Fluoro-phenyl)-5-methyl-isoxazol-4-ylmethoxy]-nicotinic acid). The yield is 83.0%. RXN SMILES: [F:1][C:2]1[CH:7]=[CH:6][C:5]([C:8]2[C:12]([CH2:13][O:14][C:15]3[CH:22]=[CH:21][C:18]([C:19]#N)=[CH:17][N:16]=3)=[C:11]([CH3:23])[O:10][N:9]=2)=[CH:4][CH:3]=1.C(O)C.[OH-:27].[Na+].[OH2:29]>>[F:1][C:2]1[CH:7]=[CH:6][C:5]([C:8]2[C:12]([CH2:13][O:14][C:15]3[CH:22]=[CH:21][C:18]([C:19]([OH:29])=[O:27])=[CH:17][N:16]=3)=[C:11]([CH3:23])[O:10][N:9]=2)=[CH:4][CH:3]=1 |f:2.3|. Procedure details: 6-[3-(4-Fluoro-phenyl)-5-methyl-isoxazol-4-ylmethoxy]-nicotinonitrile (58.8 g, 190 mmol) was suspended in water (440 mL) and ethanol (600 mL) and treated with 32% sodium hydroxide solution (178 mL 1.92 mol). The mixture was heated to 50-55° C. and subsequently stirred at this temperature for 15 hour. The slightly turbid mixture was polish filtered to remove the ether by-product 6-[3-(4-Fluoro-phenyl)-5-methyl-isoxazol-4-ylmethoxymethyl-3-(4-fluoro-phenyl)-5-methyl-isoxazole. The first vessel and... The reactants are C(OCCCOC1=CC=C(C=C1)C[C@@H]([C@@H](CN(CC(C)C)S(=O)(=O)C1=CC2=C(OCO2)C=C1)O)NC(=O)O[C@H]1CO[C@H]2OCC[C@H]21)(OC2=CC=C(C=C2)[N+](=O)[O-])=O (3-(4-{(2S,3R)-2-({[(3R,3aS,6aR)-Hexahydrofuro[2,3-b]furan-3-yloxy]carbonyl}amino)-4-[(1,3-benzodioxol-5-ylsulfonyl)(isobutyl)amino]-3-hydroxybutyl}phenoxy)propyl 4-nitrophenyl carbonate), CN.O1CCCC1 (methylamine tetrahydrofuran). The product is O1COC2=C1C=CC(=C2)S(=O)(=O)N(C[C@H]([C@H](CC2=CC=C(C=C2)OCCCOC(=O)NC)NC(O[C@H]2CO[C@H]1OCC[C@H]12)=O)O)CC(C)C ((3R,3aS,6aR)-Hexahydrofuro[2,3-b]furan-3-yl (1S,2R)-3-[(1,3-benzodioxol-5-ylsulfonyl)(isobutyl)amino]-2-hydroxy-1-[4-(3-{[(methylamino)carbonyl]oxy}propoxy)benzyl]propylcarbamate). Reaction SMILES: [C:1](=O)([O:47]C1C=CC([N+]([O-])=O)=CC=1)[O:2][CH2:3][CH2:4][CH2:5][O:6][C:7]1[CH:12]=[CH:11][C:10]([CH2:13][C@H:14]([NH:35][C:36]([O:38][C@@H:39]2[C@H:46]3[C@H:42]([O:43][CH2:44][CH2:45]3)[O:41][CH2:40]2)=[O:37])[C@H:15]([OH:34])[CH2:16][N:17]([S:22]([C:25]2[CH:33]=[CH:32][C:28]3[O:29][CH2:30][O:31][C:27]=3[CH:26]=2)(=[O:24])=[O:23])[CH2:18][CH:19]([CH3:21])[CH3:20])=[CH:9][CH:8]=1.[CH3:58][NH2:59].O1CCCC1>>[O:29]1[C:28]2[CH:32]=[CH:33][C:25]([S:22]([N:17]([CH2:18][CH:19]([CH3:20])[CH3:21])[CH2:16][C@@H:15]([OH:34])[C@@H:14]([NH:35][C:36](=[O:37])[O:38][C@@H:39]3[C@H:46]4[C@H:42]([O:43][CH2:44][CH2:45]4)[O:41][CH2:40]3)[CH2:13][C:10]3[CH:9]=[CH:8][C:7]([O:6][CH2:5][CH2:4][CH2:3][O:2][C:1]([NH:59][CH3:58])=[O:47])=[CH:12][CH:11]=3)(=[O:24])=[O:23])=[CH:26][C:27]=2[O:31][CH2:30]1 |f:1.2|. Procedure: 3-(4-{(2S,3R)-2-({[(3R,3aS,6aR)-Hexahydrofuro[2,3-b]furan-3-yloxy]carbonyl}amino)-4-[(1,3-benzodioxol-5-ylsulfonyl)(isobutyl)amino]-3-hydroxybutyl}phenoxy)propyl 4-nitrophenyl carbonate was treated with 2M methylamine/tetrahydrofuran as described above to provide the title compound as a white solid. 1H NMR (DMSO-d6): δ 0.78 (3H, d), 0.84 (3H, d), 1.1-1.2 (1H, m), 1.2 (1H, br quintuplet), 1.9-2.0 (3H, m), 2.17 (1H, t), 2.45 (3H, d), 2.6-2.8 (3H, m), 2.83-3.00 (2H, m), 3.4-3.6 (5H, m), 3.7 (1H, br...